This data is from the Open Reaction Database (ORD), a public repository of structured organic reaction records. The task is: describe an organic reaction: reactants, conditions, products, and yield Starting materials: ClC1=CC=C2C(=CC=NC2=C1)N1CCNCC1 (7-Chloro-4-(piperazin-1-yl)quinoline), C1(=CC(=CC=C1)N=C=O)C (m-tolyl isocyanate). The solvent is C(Cl)Cl (CH2Cl2). The product is ClC1=CC=C2C(=CC=NC2=C1)N1CCN(CC1)C(=O)NC1=CC(=CC=C1)C (7-Chloro-4-[4-(3-methylphenylaminocarbonyl)piperazin-1-yl]quinoline). Reaction SMILES: [Cl:1][C:2]1[CH:11]=[C:10]2[C:5]([C:6]([N:12]3[CH2:17][CH2:16][NH:15][CH2:14][CH2:13]3)=[CH:7][CH:8]=[N:9]2)=[CH:4][CH:3]=1.[C:18]1([CH3:27])[CH:23]=[CH:22][CH:21]=[C:20]([N:24]=[C:25]=[O:26])[CH:19]=1>C(Cl)Cl>[Cl:1][C:2]1[CH:11]=[C:10]2[C:5]([C:6]([N:12]3[CH2:17][CH2:16][N:15]([C:25]([NH:24][C:20]4[CH:21]=[CH:22][CH:23]=[C:18]([CH3:27])[CH:19]=4)=[O:26])[CH2:14][CH2:13]3)=[CH:7][CH:8]=[N:9]2)=[CH:4][CH:3]=1. Procedure: 7-Chloro-4-(piperazin-1-yl)quinoline (62 mg, 0.25 mmol) and m-tolyl isocyanate (32 μL, 0.25 mmol) in CH2Cl2 (5 mL) are reacted according to method C yielding the title product as colorless solid. The product is C=C1C(C(CCC1)(C)C)CC1=CC=C(C=C1)Br (1-Methylidene-2-(4'-bromophenyl)methyl-3,3-dimethylcyclohexane). Starting materials: CC1(CC=CC(C1)=O)C (5,5-Dimethylcyclohex-2-en-1-one), BrC1=CC=C(CBr)C=C1 (p-bromobenzyl bromide), C=C1C(C(CCC1)(C)C)CC1=C(C=C(C(=C1)OC)Br)O (1-Methylidene-2-(2'-hydroxy-4'-bromo-5'-methoxy-phenyl)methyl-3.3-dimethylcyclohexane). RXN SMILES: CC1(C)CC(=O)C=CC1.BrC1C=CC(CBr)=CC=1.[CH2:19]=[C:20]1[CH2:25][CH2:24][CH2:23][C:22]([CH3:27])([CH3:26])[CH:21]1[CH2:28][C:29]1[CH:34]=[C:33](OC)[C:32]([Br:37])=[CH:31][C:30]=1O>>[CH2:19]=[C:20]1[CH2:25][CH2:24][CH2:23][C:22]([CH3:27])([CH3:26])[CH:21]1[CH2:28][C:29]1[CH:34]=[CH:33][C:32]([Br:37])=[CH:31][CH:30]=1. Procedure: This compound was prepared from 5,5-dimethylcyclohex-2-en-1-one (8) and p-bromobenzyl bromide in three steps in the manner described for the synthesis of olefin (13). 1H NMR (400 MHz, CDCl3) δ 0.94 and 0.97 (2s, 2×3H, geminal-CH3 's), 2.62 and 2.82 (d of ABq, 2H, benzylic-CH2), 4.25 and 4.61 (2s, 2×1H, methylidene-CH2), 6.98 (d, 2H, Ar--H), 7.34 ppm (d, 2H, Ar--H). [This compound is also referred to as Compound "O" or 120130]